Dataset: the Open Reaction Database (ORD), a public repository of structured organic reaction records. Task: describe an organic reaction: reactants, conditions, products, and yield The reactants are ClC1=C(C(=O)C2=C(SC(=C2)CC)N2C(=NN=C2C)CNC(NC=2C=C(C(=O)OC(C)(C)C)C=CC2)=O)C=CC=C1 (tert-Butyl 3-(3-(4-(3-(2-chlorobenzoyl)-5-ethylthiophen-2-yl)-5-methyl[1,2,4]triazol-3-ylmethyl)ureido)benzoate). Solvent: C(=O)O (formic acid). Reaction conditions: time 1 day. Yields the product ClC1=C(C(=O)C2=C(SC(=C2)CC)N2C(=NN=C2C)CNC(NC=2C=C(C(=O)O)C=CC2)=O)C=CC=C1 (3-(3-(4-(3-(2-chlorobenzoyl)-5-ethylthiophen-2-yl)-5-methyl[1,2,4]triazol-3-ylmethyl)ureido)benzoic acid). The yield is 80.3%. Reaction SMILES: [Cl:1][C:2]1[CH:40]=[CH:39][CH:38]=[CH:37][C:3]=1[C:4]([C:6]1[CH:10]=[C:9]([CH2:11][CH3:12])[S:8][C:7]=1[N:13]1[C:17]([CH3:18])=[N:16][N:15]=[C:14]1[CH2:19][NH:20][C:21](=[O:36])[NH:22][C:23]1[CH:24]=[C:25]([CH:33]=[CH:34][CH:35]=1)[C:26]([O:28]C(C)(C)C)=[O:27])=[O:5]>C(O)=O>[Cl:1][C:2]1[CH:40]=[CH:39][CH:38]=[CH:37][C:3]=1[C:4]([C:6]1[CH:10]=[C:9]([CH2:11][CH3:12])[S:8][C:7]=1[N:13]1[C:17]([CH3:18])=[N:16][N:15]=[C:14]1[CH2:19][NH:20][C:21](=[O:36])[NH:22][C:23]1[CH:24]=[C:25]([CH:33]=[CH:34][CH:35]=1)[C:26]([OH:28])=[O:27])=[O:5]. Reported procedure: tert-Butyl 3-(3-(4-(3-(2-chlorobenzoyl)-5-ethylthiophen-2-yl)-5-methyl[1,2,4]triazol-3-ylmethyl)ureido)benzoate (800 mg) was dissolved in formic acid (20 ml), and the solution was allowed to stand for one day. The reaction mixture was concentrated, and the obtained crude crystals were recrystallized from isopropyl alcohol to give 580 mg of 3-(3-(4-(3-(2-chlorobenzoyl)-5-ethylthiophen-2-yl)-5-methyl[1,2,4]triazol-3-ylmethyl)ureido)benzoic acid. Starting materials: C(c1ccc(cc1)OC(F)(F)F)=O, CC1=CN=C(C=C1)N, [C-]#[N+]C1CCCCC1. Reagents/catalysts: O=C(O)C(F)(F)F (trifluoroacetic acid). Solvent: CC(C)O (isopropyl alcohol), CC(C)O (isopropylalcohol). Run at temperature 22 celsius, time 20 hour. The product is Cc1ccc2nc(c3ccc(cc3)OC(F)(F)F)c(NC3CCCCC3)n2c1. Yield: 21.2%. Reaction SMILES: CC1=CC=C(N)N=C1.[C-]#[N+]C1CCCCC1.FC(F)(F)OC1=CC=C(C=O)C=C1>>CC1=CN2C(C=C1)=NC(=C2NC1CCCCC1)C1=CC=C(OC(F)(F)F)C=C1.